Dataset: the Open Reaction Database (ORD), a public repository of structured organic reaction records. Task: describe an organic reaction: reactants, conditions, products, and yield The reactants are ClCCCBr, CCCCCCCCCCN1CCCCC1, CO. Product: [Br-], CCCCCCCCCC[N+]1(CCCCl)CCCCC1. As a reaction SMILES: [Br:17][CH2:18][CH2:19][CH2:20][Cl:21].[CH2:1]([CH2:2][CH2:3][CH2:4][CH2:5][CH2:6][CH2:7][CH2:8][CH2:9][CH3:10])[N:11]1[CH2:12][CH2:13][CH2:14][CH2:15][CH2:16]1.[CH3:22][OH:23]>>[Br-:17].[CH2:1]([CH2:2][CH2:3][CH2:4][CH2:5][CH2:6][CH2:7][CH2:8][CH2:9][CH3:10])[N+:11]1([CH2:18][CH2:19][CH2:20][Cl:21])[CH2:12][CH2:13][CH2:14][CH2:15][CH2:16]1. The reactants are C, CO, CC(C)(C)OC(=O)N1CCC(Oc2cc(N3CCc4cc([N+](=O)[O-])ccc43)ncn2)CC1, C1CCOC1, [Pd]. Yields the product CC(C)(C)OC(=O)N1CCC(Oc2cc(N3CCc4cc(N)ccc43)ncn2)CC1. As a reaction SMILES: [C:38].[CH3:40][OH:41].[N+:1]([O-:2])(=[O:3])[c:4]1[cH:5][c:6]2[c:10]([cH:11][cH:12]1)[N:9]([c:13]1[cH:14][c:15]([O:19][CH:20]3[CH2:21][CH2:22][N:23]([C:26](=[O:27])[O:28][C:29]([CH3:30])([CH3:31])[CH3:32])[CH2:24][CH2:25]3)[n:16][cH:17][n:18]1)[CH2:8][CH2:7]2.[O:33]1[CH2:34][CH2:35][CH2:36][CH2:37]1.[Pd:39]>>[NH2:1][c:4]1[cH:5][c:6]2[c:10]([cH:11][cH:12]1)[N:9]([c:13]1[cH:14][c:15]([O:19][CH:20]3[CH2:21][CH2:22][N:23]([C:26](=[O:27])[O:28][C:29]([CH3:30])([CH3:31])[CH3:32])[CH2:24][CH2:25]3)[n:16][cH:17][n:18]1)[CH2:8][CH2:7]2. Reactants: FC1(CCC(CC1)C1=C(C(=NC=2CC(C[C@@H](C12)O)(C)C)C1CCN(CC1)C1=NC=C(C=N1)OCCCS(=O)(=O)C)[C@H](C1=CC=C(C=C1)C(F)(F)F)F)F ((5S)-4-(4,4-Difluorocyclohexyl)-3-{(S)-fluoro[4-(trifluoromethyl)phenyl]methyl}-7,7-dimethyl-2-(1-{5-[3-(methylsulfonyl)propoxy]pyrimidin-2-yl}piperidin-4-yl)-5,6,7,8-tetrahydroquinolin-5-ol), CS(=O)(=O)O (methanesulfonic acid), C(C)(=O)OC(C)C (isopropyl acetate). Yields the product CS(=O)(=O)O[C@@H]1C=2C(=C(C(=NC2CC(C1)(C)C)C1CCN(CC1)C1=NC=C(C=N1)OCCCS(=O)(=O)C)[C@H](C1=CC=C(C=C1)C(F)(F)F)F)C1CCC(CC1)(F)F ((5S)-4-(4,4-Difluorocyclohexyl)-3-{(S)-fluoro[4-(trifluoromethyl)phenyl]methyl}-7,7-dimethyl-2-(1-{5-[3-(methylsulfonyl)propoxy]pyrimidin-2-yl}piperidin-4-yl)-5,6,7,8-tetrahydroquinolin-5-ol methanesulfonate), powder. The yield is 78.0%. Reaction SMILES: [CH3:1][S:2]([OH:5])(=[O:4])=[O:3].C(OC(C)C)(=O)C.[F:13][C:14]1([F:65])[CH2:19][CH2:18][CH:17]([C:20]2[C:29]3[C@@H:28](O)[CH2:27][C:26]([CH3:32])([CH3:31])[CH2:25][C:24]=3[N:23]=[C:22]([CH:33]3[CH2:38][CH2:37][N:36]([C:39]4[N:44]=[CH:43][C:42]([O:45][CH2:46][CH2:47][CH2:48][S:49]([CH3:52])(=[O:51])=[O:50])=[CH:41][N:40]=4)[CH2:35][CH2:34]3)[C:21]=2[C@@H:53]([F:64])[C:54]2[CH:59]=[CH:58][C:57]([C:60]([F:63])([F:62])[F:61])=[CH:56][CH:55]=2)[CH2:16][CH2:15]1>>[CH3:1][S:2]([O:5][C@H:28]1[CH2:27][C:26]([CH3:31])([CH3:32])[CH2:25][C:24]2[N:23]=[C:22]([CH:33]3[CH2:34][CH2:35][N:36]([C:39]4[N:40]=[CH:41][C:42]([O:45][CH2:46][CH2:47][CH2:48][S:49]([CH3:52])(=[O:50])=[O:51])=[CH:43][N:44]=4)[CH2:37][CH2:38]3)[C:21]([C@@H:53]([F:64])[C:54]3[CH:55]=[CH:56][C:57]([C:60]([F:62])([F:61])[F:63])=[CH:58][CH:59]=3)=[C:20]([CH:17]3[CH2:18][CH2:19][C:14]([F:65])([F:13])[CH2:15][CH2:16]3)[C:29]1=2)(=[O:4])=[O:3]. Procedure details: Reactions similar to those of Example 13 were performed except for using 3.8 μl (57 μmol) of methanesulfonic acid instead of 35% hydrochloric acid and using 1.5 ml of isopropyl acetate instead of acetone, and from 40.0 mg (52.0 μmol) of (5S)-4-(4,4-Difluorocyclohexyl)-3-{(S)-fluoro[4-(trifluoromethyl)phenyl]methyl}-7,7-dimethyl-2-(1-{5-[3-(methylsulfonyl)propoxy]pyrimidin-2-yl}piperidin-4-yl)-5,6,7,8-tetrahydroquinolin-5-ol, which was prepared by a method similar to that of Reference Example 28,... The reactants are COC1=CC=C2[C@@H]([C@@H](COC2=C1)C1=CC=C(C=C1)C)C1=CC=C(C=C1)OCCN1CCCC1 ((±)-cis-7-methoxy-3-(4-methylphenyl)-4-(4-(2-pyrrolidinoethoxy)phenyl)-chromane), Cl.N1=CC=CC=C1 (pyridine hydrochloride). Yields the product OC1=CC=C2[C@@H]([C@@H](COC2=C1)C1=CC=C(C=C1)C)C1=CC=C(C=C1)OCCN1CCCC1 ((±)-cis-7-hydroxy-3-(4-methylphenyl)-4-(4-(2-pyrrolidinoethoxy)-phenyl)chromane). RXN SMILES: C[O:2][C:3]1[CH:12]=[C:11]2[C:6]([C@H:7]([C:20]3[CH:25]=[CH:24][C:23]([O:26][CH2:27][CH2:28][N:29]4[CH2:33][CH2:32][CH2:31][CH2:30]4)=[CH:22][CH:21]=3)[C@H:8]([C:13]3[CH:18]=[CH:17][C:16]([CH3:19])=[CH:15][CH:14]=3)[CH2:9][O:10]2)=[CH:5][CH:4]=1.Cl.N1C=CC=CC=1>>[OH:2][C:3]1[CH:12]=[C:11]2[C:6]([C@H:7]([C:20]3[CH:25]=[CH:24][C:23]([O:26][CH2:27][CH2:28][N:29]4[CH2:33][CH2:32][CH2:31][CH2:30]4)=[CH:22][CH:21]=3)[C@H:8]([C:13]3[CH:14]=[CH:15][C:16]([CH3:19])=[CH:17][CH:18]=3)[CH2:9][O:10]2)=[CH:5][CH:4]=1 |f:1.2|. Procedure details: Thus (±)-cis-7-methoxy-3-(4-methylphenyl)-4-(4-(2-pyrrolidinoethoxy)phenyl)-chromane was de-methylated by heating with pyridine hydrochloride to give the racemic mixture, (±)-cis-7-hydroxy-3-(4-methylphenyl)-4-(4-(2-pyrrolidinoethoxy)-phenyl)chromane. The title compound was then separated from this racemic mixture by means of preparative chiral HPLC {Chiradex 5 μm, 250×25 mm column; flow=20 ml/min; 50% methanol, 50% buffer (0.2% aqueous triethylammonium acetate, pH 3.5) eluent, 220 nm UV detecti... The reactants are CC1=C(C=C(C2=C1C1(OCCO1)CCS2)C)C(=O)O (2,3-dihydro-5,8-dimethylspiro[4H-1-benzothiopyran-4,2'-[1,3]dioxolane]-6-carboxylic acid), C(C)(=O)[O-].[Na+] (sodium acetate), Cl (hydrochloric acid), OOS(=O)[O-].[K+] (OXONE). Run in CO (methanol), O (water), O (water). Reaction conditions: temperature 0 celsius, time 8 hour. The product is CC1=C(C=C(C2=C1C1(OCCO1)CCS2(=O)=O)C)C(=O)O (2,3-dihydro-5,8-dimethylspiro[4H-1-benzothiopyran-4,2'-[1,3]dioxolane]-6-carboxylic acid 1,1-dioxide). Isolated yield 78.7%. Reaction SMILES: [CH3:1][C:2]1[C:7]2[C:8]3([CH2:13][CH2:14]S[C:6]=2[C:5]([CH3:16])=[CH:4][C:3]=1[C:17]([OH:19])=[O:18])[O:12][CH2:11][CH2:10][O:9]3.C([O-])(=O)C.[Na+].O[O:26][S:27]([O-:29])=O.[K+].Cl>O.CO>[CH3:1][C:2]1[C:7]2[C:8]3([CH2:13][CH2:14][S:27](=[O:29])(=[O:26])[C:6]=2[C:5]([CH3:16])=[CH:4][C:3]=1[C:17]([OH:19])=[O:18])[O:12][CH2:11][CH2:10][O:9]3 |f:1.2,3.4|. Reported procedure: 4.73 g (0.017 mol) of the title compound of Step E and 2.08 g (0.025 mol) of sodium acetate were added to 85 mL of methanol. The solution was cooled to about 0° C., and a solution of 17.66 g (0.029 mol) of OXONE® (purchased from Aldrich Chemical Company) in 85 mL of water was added dropwise while keeping the temperature below 6° C. The mixture was warmed to room temperature and stirred under nitrogen overnight. The mixture was diluted with 50 mL of water, cooled to about 0° C., acidified to arou... Starting materials: C1CCOC1, CN=C=S, Cc1ccc(S(=O)(=O)NC(=O)NCCc2ccc(Nc3nc(C)cc(C)c3N)cc2)cc1. Product: CNC(=S)Nc1c(C)cc(C)nc1Nc1ccc(CCNC(=O)NS(=O)(=O)c2ccc(C)cc2)cc1. As a reaction SMILES: [CH2:37]1[O:38][CH2:39][CH2:40][CH2:41]1.[CH3:33][N:34]=[C:35]=[S:36].[NH2:1][c:2]1[c:3]([NH:10][c:11]2[cH:12][cH:13][c:14]([CH2:17][CH2:18][NH:19][C:20](=[O:21])[NH:22][S:23](=[O:24])(=[O:25])[c:26]3[cH:27][cH:28][c:29]([CH3:32])[cH:30][cH:31]3)[cH:15][cH:16]2)[n:4][c:5]([CH3:9])[cH:6][c:7]1[CH3:8]>>[NH:1]([c:2]1[c:3]([NH:10][c:11]2[cH:12][cH:13][c:14]([CH2:17][CH2:18][NH:19][C:20](=[O:21])[NH:22][S:23](=[O:24])(=[O:25])[c:26]3[cH:27][cH:28][c:29]([CH3:32])[cH:30][cH:31]3)[cH:15][cH:16]2)[n:4][c:5]([CH3:9])[cH:6][c:7]1[CH3:8])[C:35]([NH:34][CH3:33])=[S:36].